From a dataset of the Open Reaction Database (ORD), a public repository of structured organic reaction records. describe an organic reaction: reactants, conditions, products, and yield Starting materials: ClC1=CC=C(OC2C(C2C(=O)O)(C)C)C=C1 (3-(4-chlorophenoxy)-2,2-dimethylcyclopropanecarboxylic acid), C([O-])([O-])=O.[K+].[K+] (potassium carbonate), CN(P(N(C)C)(N(C)C)=O)C (hexamethylphosphoric triamide), CC=1C=C(CC2=C(NC=C2)CBr)C=CC1 (3-(3-methylbenzyl)-pyrrolylmethyl bromide). Run in C1CCOC1 (THF). The product is ClC1=CC=C(OC2C(C2C(=O)OCC=2NC=CC2CC2=CC(=CC=C2)C)(C)C)C=C1 (3-(3-methylbenzyl)-pyrrolylmethyl 3-(4-chlorophenoxy)-2,2-dimethylcyclopropanecarboxylate). Reaction SMILES: [Cl:1][C:2]1[CH:16]=[CH:15][C:5]([O:6][CH:7]2[CH:9]([C:10]([OH:12])=[O:11])[C:8]2([CH3:14])[CH3:13])=[CH:4][CH:3]=1.C(=O)([O-])[O-].[K+].[K+].CN(C)P(=O)(N(C)C)N(C)C.[CH3:34][C:35]1[CH:36]=[C:37]([CH:46]=[CH:47][CH:48]=1)[CH2:38][C:39]1[CH:43]=[CH:42][NH:41][C:40]=1[CH2:44]Br>C1COCC1>[Cl:1][C:2]1[CH:3]=[CH:4][C:5]([O:6][CH:7]2[CH:9]([C:10]([O:12][CH2:44][C:40]3[NH:41][CH:42]=[CH:43][C:39]=3[CH2:38][C:37]3[CH:46]=[CH:47][CH:48]=[C:35]([CH3:34])[CH:36]=3)=[O:11])[C:8]2([CH3:13])[CH3:14])=[CH:15][CH:16]=1 |f:1.2.3|. Procedure details: To a mixture of 3-(4-chlorophenoxy)-2,2-dimethylcyclopropanecarboxylic acid (2.77 mmol), potassium carbonate (3.25 mmol) and hexamethylphosphoric triamide (HMPT) (3 ml), with stirring and under nitrogen, at RT, is added 3-(3-methylbenzyl)-pyrrolylmethyl bromide (2.77 mmol) in THF. The reaction is stirred at RT for about 48 hours and then worked up by partition between water/ether. The organic phase is washed with water and brine, dried over potassium carbonate, filtered and the solvent is remove... Reactants: O (water), OC=1C=C(C=CC1)[C@@H]1[C@H](C1)C(=O)N[C@H](C)C1=NC=C(C=C1)OCC(F)(F)F ((1S*,2S*)-2-(3-hydroxyphenyl)-N-((R)-1-(5-(2,2,2-trifluoroethoxy)pyridin-2-yl)ethyl)cyclopropanecarboxamide), ClCC1(COC1)C (3-(Chloromethyl)-3-methyloxetane), C([O-])([O-])=O.[K+].[K+] (potassium carbonate). The solvent is CN(C)C=O (DMF). Reaction conditions: temperature 70 celsius, time 15 hour. Product: CC1(COC1)COC=1C=C(C=CC1)[C@@H]1[C@H](C1)C(=O)N[C@H](C)C1=NC=C(C=C1)OCC(F)(F)F ((1S*,2S*)-2-(3-((3-methyloxetan-3-yl)methoxy)phenyl)-N-((R)-1-(5-(2,2,2-trifluoroe thoxy)pyridin-2-yl)ethyl)cyclopropanecarboxamide). Isolated yield 49.1%. RXN SMILES: [OH:1][C:2]1[CH:3]=[C:4]([C@H:8]2[CH2:10][C@@H:9]2[C:11]([NH:13][C@@H:14]([C:16]2[CH:21]=[CH:20][C:19]([O:22][CH2:23][C:24]([F:27])([F:26])[F:25])=[CH:18][N:17]=2)[CH3:15])=[O:12])[CH:5]=[CH:6][CH:7]=1.Cl[CH2:29][C:30]1([CH3:34])[CH2:33][O:32][CH2:31]1.C(=O)([O-])[O-].[K+].[K+].O>CN(C=O)C>[CH3:29][C:30]1([CH2:34][O:1][C:2]2[CH:3]=[C:4]([C@H:8]3[CH2:10][C@@H:9]3[C:11]([NH:13][C@@H:14]([C:16]3[CH:21]=[CH:20][C:19]([O:22][CH2:23][C:24]([F:27])([F:25])[F:26])=[CH:18][N:17]=3)[CH3:15])=[O:12])[CH:5]=[CH:6][CH:7]=2)[CH2:33][O:32][CH2:31]1 |f:2.3.4|. Procedure: A mixture of (1S*,2S*)-2-(3-hydroxyphenyl)-N-((R)-1-(5-(2,2,2-trifluoroethoxy)pyridin-2-yl)ethyl)cyclopropanecarboxamide (15 mg, 0.039 mmol), 3-(Chloromethyl)-3-methyloxetane (24 mg, 0.197 mmol) and potassium carbonate (27 mg, 0.197 mmol) in DMF (2 mL) was heated at 70° C. with stirring for 15 hours. The mixture was poured into water, and the aqueous layer was extracted with ethyl acetate, dried over magnesium sulfate and concentrated in vacuo. The residue was purified by preparative LC-MS to gi... Product: C(C)(C)(C)OC(=O)C=1OC2=C(C1C)C(=C(C=C2)C)OC (4-methoxy-3,5-dimethyl-benzofuran-2-carboxylic acid tert-butyl ester). Run in CN(C)C=O (DMF). Reported procedure: To 80 mg of 4-hydroxy-3,5-dimethyl-benzofuran-2-carboxylic acid tert-butyl ester was added 1 mL of iodomethane, 80 mg of K2CO3 and 1 mL of DMF. The mixture was stirred at room temperature overnight. The reaction mixture was washed with brine and extracted with ethyl acetate. The combined ethyl acetate solution was washed with brine. Removal of the solvent gave 82 mg of 4-methoxy-3,5-dimethyl-benzofuran-2-carboxylic acid tert-butyl ester as a pale yellow solid. The reactants are C(C)(C)(C)OC(=O)C=1OC2=C(C1C)C(=C(C=C2)C)O (4-hydroxy-3,5-dimethyl-benzofuran-2-carboxylic acid tert-butyl ester), IC (iodomethane), C(=O)([O-])[O-].[K+].[K+] (K2CO3). Reaction conditions: time 8 hour. Isolated yield 97.3%. RXN SMILES: [C:1]([O:5][C:6]([C:8]1[O:9][C:10]2[CH:17]=[CH:16][C:15]([CH3:18])=[C:14]([OH:19])[C:11]=2[C:12]=1[CH3:13])=[O:7])([CH3:4])([CH3:3])[CH3:2].IC.[C:22]([O-])([O-])=O.[K+].[K+]>CN(C=O)C>[C:1]([O:5][C:6]([C:8]1[O:9][C:10]2[CH:17]=[CH:16][C:15]([CH3:18])=[C:14]([O:19][CH3:22])[C:11]=2[C:12]=1[CH3:13])=[O:7])([CH3:4])([CH3:3])[CH3:2] |f:2.3.4|.